Task: describe an organic reaction: reactants, conditions, products, and yield. Dataset: the Open Reaction Database (ORD), a public repository of structured organic reaction records Starting materials: C([O-])([O-])=O.[Na+].[Na+] (sodium carbonate), Br (hydrobromic acid), ClC1=CC=C(CNC(C(C(CN2N=CN=C2)(O)C2=C(C=C(C=C2)F)F)(F)F)=O)C=C1 (N-(4-chlorobenzyl)-3-(2,4-difluorophenyl)-2,2-difluoro-3-hydroxy-4-(1H-1,2,4-triazol-1-yl)butanamide), C1(=CC=CC=C1)C (toluene). Solvent: O (water). The product is FC1=C(C=CC(=C1)F)C(C(C(=O)O)(F)F)(CN1N=CN=C1)O (3-(2,4-difluorophenyl)-2,2-difluoro-3-hydroxy-4-(1H-1,2,4-triazol-1-yl)butyric acid). Reaction SMILES: Br.ClC1C=CC(CN[C:9](=[O:29])[C:10]([F:28])([F:27])[C:11]([C:19]2[CH:24]=[CH:23][C:22]([F:25])=[CH:21][C:20]=2[F:26])([OH:18])[CH2:12][N:13]2[CH:17]=[N:16][CH:15]=[N:14]2)=CC=1.C1(C)C=CC=CC=1.C(=O)([O-])[O-:40].[Na+].[Na+]>O>[F:26][C:20]1[CH:21]=[C:22]([F:25])[CH:23]=[CH:24][C:19]=1[C:11]([OH:18])([CH2:12][N:13]1[CH:17]=[N:16][CH:15]=[N:14]1)[C:10]([F:27])([F:28])[C:9]([OH:29])=[O:40] |f:3.4.5|. Procedure: To 4 ml of 47% hydrobromic acid was added 500 mg of N-(4-chlorobenzyl)-3-(2,4-difluorophenyl)-2,2-difluoro-3-hydroxy-4-(1H-1,2,4-triazol-1-yl)butanamide. The resulting mixture was refluxed for 6 hours. Thereto were added 20 ml of toluene and 20 ml of water. The resulting solution was adjusted to pH 8.5 with sodium carbonate. The aqueous layer was separated and 20 ml of ethyl acetate was added thereto. The resulting mixture was adjusted to pH 1.0 with 6N hydrochloric acid. The organic layer was s...